Dataset: the Open Reaction Database (ORD), a public repository of structured organic reaction records. Task: describe an organic reaction: reactants, conditions, products, and yield Yields the product ClC1=CC=C(C=C1)C1=CC=C(C(=O)O)C=C1 (4-(4-Chlorophenyl)benzoic Acid). Starting materials: S([O-])(O)=O.[Na+] (sodium bisulfite), solution, OOS(=O)[O-].[K+] (Oxone), ClC1=CC=C(C=C1)C1=CC=C(C=O)C=C1 (4-(4-chlorophenyl)benzaldehyde), C([O-])(O)=O.[Na+] (sodium bicarbonate), Cl (HCl). Solvent: ClCCl (dichloromethane), O (water), O (water), C(Cl)(Cl)Cl.CO (chloroform methanol), C(C)#N.CC(=O)C (acetonitrile acetone), O (water). Reported procedure: To a stirred solution of 4-(4-chlorophenyl)benzaldehyde (0.84 g, 3.9 mmol) in 30 mL acetonitrile-acetone (2: 1) is added 15 mL water and solid sodium bicarbonate (3.5 g, 41.7 mmol). After 5 min. a 25 mL solution of oxidation reagent (Oxone: 4.8 g, 7.8 mmol in 25 mL water containing 4×10−4 M EDTA) is added dropwise over 15 min. then stirred for an additional 3.5 h. The reaction mixture is then treated with 18 mL aq. sodium bisulfite (9.5 g), stirred 2 h, then acidified with 10 mL 6 M HCl. The mix... Conditions: time 3.5 hour. Reaction SMILES: [Cl:1][C:2]1[CH:7]=[CH:6][C:5]([C:8]2[CH:15]=[CH:14][C:11]([CH:12]=[O:13])=[CH:10][CH:9]=2)=[CH:4][CH:3]=1.C(=O)(O)[O-:17].[Na+].OOS([O-])=O.[K+].S(=O)(O)[O-].[Na+].Cl>C(#N)C.CC(C)=O.O.ClCCl.C(Cl)(Cl)Cl.CO>[Cl:1][C:2]1[CH:3]=[CH:4][C:5]([C:8]2[CH:15]=[CH:14][C:11]([C:12]([OH:17])=[O:13])=[CH:10][CH:9]=2)=[CH:6][CH:7]=1 |f:1.2,3.4,5.6,8.9,12.13|.